Dataset: the Open Reaction Database (ORD), a public repository of structured organic reaction records. Task: describe an organic reaction: reactants, conditions, products, and yield Reactants: C1CCOC1, CI, [H-], NC(=O)c1ccc2cc(-c3cccc([N+](=O)[O-])c3)cn2c1, [Na+], CN(C)C=O. The product is CNC(=O)c1ccc2cc(-c3cccc([N+](=O)[O-])c3)cn2c1. As a reaction SMILES: [CH2:31]1[O:32][CH2:33][CH2:34][CH2:35]1.[CH3:24][I:25].[H-:23].[N+:1](=[O:2])([O-:3])[c:4]1[cH:5][c:6](-[c:10]2[cH:11][c:12]3[cH:13][cH:14][c:15]([C:19](=[O:20])[NH2:21])[cH:16][n:17]3[cH:18]2)[cH:7][cH:8][cH:9]1.[Na+:22].[O:26]=[CH:27][N:28]([CH3:29])[CH3:30]>>[N+:1](=[O:2])([O-:3])[c:4]1[cH:5][c:6](-[c:10]2[cH:11][c:12]3[cH:13][cH:14][c:15]([C:19](=[O:20])[NH:21][CH3:24])[cH:16][n:17]3[cH:18]2)[cH:7][cH:8][cH:9]1. Reactants: OBO, OCCNc1ccc2ncc(Br)n2n1, [Cl-], [Na+], [Na+], [OH-], O, Oc1ccccc1, c1ccc(P(c2ccccc2)(c2ccccc2)[Pd](P(c2ccccc2)(c2ccccc2)c2ccccc2)(P(c2ccccc2)(c2ccccc2)c2ccccc2)P(c2ccccc2)(c2ccccc2)c2ccccc2)cc1. Yields the product OCCNc1ccc2ncc(-c3ccc(O)cc3)n2n1. As a reaction SMILES: [BH:15]([OH:16])[OH:17].[Br:1][c:2]1[cH:3][n:4][c:5]2[n:6]1[n:7][c:8]([NH:11][CH2:12][CH2:13][OH:14])[cH:9][cH:10]2.[Cl-:28].[Na+:26].[Na+:29].[OH-:25].[OH2:27].[OH:18][c:19]1[cH:20][cH:21][cH:22][cH:23][cH:24]1.[cH:30]1[cH:31][cH:32][c:33]([P:34]([Pd:35]([P:36]([c:37]2[cH:38][cH:39][cH:40][cH:41][cH:42]2)([c:43]2[cH:44][cH:45][cH:46][cH:47][cH:48]2)[c:49]2[cH:50][cH:51][cH:52][cH:53][cH:54]2)([P:55]([c:56]2[cH:57][cH:58][cH:59][cH:60][cH:61]2)([c:62]2[cH:63][cH:64][cH:65][cH:66][cH:67]2)[c:68]2[cH:69][cH:70][cH:71][cH:72][cH:73]2)[P:74]([c:75]2[cH:76][cH:77][cH:78][cH:79][cH:80]2)([c:81]2[cH:82][cH:83][cH:84][cH:85][cH:86]2)[c:87]2[cH:88][cH:89][cH:90][cH:91][cH:92]2)([c:93]2[cH:94][cH:95][cH:96][cH:97][cH:98]2)[c:99]2[cH:100][cH:101][cH:102][cH:103][cH:104]2)[cH:105][cH:106]1>>[c:2]1(-[c:22]2[cH:21][cH:20][c:19]([OH:18])[cH:24][cH:23]2)[cH:3][n:4][c:5]2[n:6]1[n:7][c:8]([NH:11][CH2:12][CH2:13][OH:14])[cH:9][cH:10]2. Starting materials: COC(=O)C=1N(S(C2=C(C1O)C=CC1=CC=CC=C12)(=O)=O)C (4-hydroxy-2-methyl-2H-naphtho[2,1-e]-1,2-thiazine-3-carboxylic acid methylester-1,1-dioxide), NC1=CC=CC=C1 (aniline). Run in C(CCl)Cl (ethylene chloride). The product is OC1=C(N(S(C2=C1C=CC1=CC=CC=C12)(=O)=O)C)C(=O)NC1=CC=CC=C1 (4-Hydroxy-2-methyl-N-phenyl-2H-naphtho[2,1-e]-1,2-thiazine-3-carboxamide-1,1-dioxide). Isolated yield 69.0%. RXN SMILES: CO[C:3]([C:5]1[N:6]([CH3:22])[S:7](=[O:21])(=[O:20])[C:8]2[C:19]3[C:14](=[CH:15][CH:16]=[CH:17][CH:18]=3)[CH:13]=[CH:12][C:9]=2[C:10]=1[OH:11])=[O:4].[NH2:23][C:24]1[CH:29]=[CH:28][CH:27]=[CH:26][CH:25]=1>C(Cl)CCl>[OH:11][C:10]1[C:9]2[CH:12]=[CH:13][C:14]3[C:19]([C:8]=2[S:7](=[O:21])(=[O:20])[N:6]([CH3:22])[C:5]=1[C:3]([NH:23][C:24]1[CH:29]=[CH:28][CH:27]=[CH:26][CH:25]=1)=[O:4])=[CH:18][CH:17]=[CH:16][CH:15]=3. Procedure details: 4-Hydroxy-2-methyl-N-phenyl-2H-naphtho[2,1-e]-1,2-thiazine-3-carboxamide-1,1-dioxide was prepared analogous to Example 1 from 4-hydroxy-2-methyl-2H-naphtho[2,1-e]-1,2-thiazine-3-carboxylic acid methylester-1,1-dioxide and aniline. Yield: 69% of theory; m.p. 273°-274° C (decomp.; from ethylene chloride). The reactants are C(C)N(CC)C=CC1=CC(=CC=C1)C(F)(F)F (N,N-diethyl-3-trifluoromethylstyrylamine), C(C)OCC(=O)Cl (ethoxyacetyl chloride). The solvent is N1=CC=CC=C1 (pyridine). The product is C(C)N(C=C(C(COCC)=O)C1=CC(=CC=C1)C(F)(F)F)CC (1-diethylamino-4-ethoxy-2-(3-trifluoromethylphenyl)-1-buten-3-one). Reaction SMILES: [CH2:1]([N:3]([CH:6]=[CH:7][C:8]1[CH:13]=[CH:12][CH:11]=[C:10]([C:14]([F:17])([F:16])[F:15])[CH:9]=1)[CH2:4][CH3:5])[CH3:2].[CH2:18]([O:20][CH2:21][C:22](Cl)=[O:23])[CH3:19]>N1C=CC=CC=1>[CH2:1]([N:3]([CH2:4][CH3:5])[CH:6]=[C:7]([C:8]1[CH:13]=[CH:12][CH:11]=[C:10]([C:14]([F:15])([F:16])[F:17])[CH:9]=1)[C:22](=[O:23])[CH2:21][O:20][CH2:18][CH3:19])[CH3:2]. Reported procedure: An enaminoketone was formed from 4.86 g. of N,N-diethyl-3-trifluoromethylstyrylamine and 2.44 g. of ethoxyacetyl chloride in the presence of 1.6 g. of pyridine. The desired enaminoketone, 1-diethylamino-4-ethoxy-2-(3-trifluoromethylphenyl)-1-buten-3-one was formed. To the unpurified enaminoketone in 75 ml. of anhydrous tetrahydrofuran at 0° C. was added 3.2 g. of sodium methoxide, and the mixture was stirred for 15 minutes. To this mixture was added 4.4 g. of ethyl formate dropwise. The mixture ... Reactants: ferric nitrate nonahydrate, liquid, N (ammonia), [Na] (sodium), [Cl-].[NH4+] (ammonium chloride), N (Ammonia), CI (methyl iodide), Cl (hydrochloric acid), COC=1C2=C(CC3=C(C1)C=CC=C3)C=CC(=C2)CC(=O)OC (methyl 11-methoxy-5H-dibenzo[a,d]cycloheptene-2-acetate). Run in C1(=CC=CC=C1)C (toluene), C1(=CC=CC=C1)C (toluene), O (water), CCOCC (Ether), C1(=CC=CC=C1)C (toluene). Reaction conditions: time 30 minute. Product: COC=1C2=C(CC3=C(C1)C=CC=C3)C=CC(=C2)C(C(=O)OC)C (methyl 2-(11-methoxy-5H-dibenzo[a,d]cyclohepten-2-yl)propionate). RXN SMILES: N.[Na].[CH3:3][O:4][C:5]1[C:6]2[CH:19]=[C:18]([CH2:20][C:21]([O:23][CH3:24])=[O:22])[CH:17]=[CH:16][C:7]=2[CH2:8][C:9]2[CH:15]=[CH:14][CH:13]=[CH:12][C:10]=2[CH:11]=1.[CH3:25]I.[Cl-].[NH4+].Cl>C1(C)C=CC=CC=1.O.CCOCC>[CH3:3][O:4][C:5]1[C:6]2[CH:19]=[C:18]([CH:20]([CH3:25])[C:21]([O:23][CH3:24])=[O:22])[CH:17]=[CH:16][C:7]=2[CH2:8][C:9]2[CH:15]=[CH:14][CH:13]=[CH:12][C:10]=2[CH:11]=1 |f:4.5,^1:1|. Reported procedure: Small pieces of ferric nitrate nonahydrate were added to 75 ml of liquid ammonia, and subsequently 0.733 g of metallic sodium was added little by little. The mixture was stirred for 30 minutes. To the stirred mixture was added dropwise over the course of 10 minutes a solution of 6.25 g of methyl 11-methoxy-5H-dibenzo[a,d]cyclohepten-2-acetate obtained in Example 12 in 12 ml of dry toluene. The mixture was stirred for 25 minutes, and a solution of 1.98 ml of methyl iodide in 2 ml of dry toluene w... The reactants are O=C1CCC(=O)N1Br, ClCCl, O=C(O)C(CC1CCCC1)c1ccc(-c2ccc3[nH]ccc3c2)cc1, Nc1nccs1, c1ccc(P(c2ccccc2)c2ccccc2)cc1. Product: O=C(Nc1nccs1)C(CC1CCCC1)c1ccc(-c2ccc3[nH]ccc3c2)cc1. As a reaction SMILES: [Br:20][N:21]1[C:22](=[O:23])[CH2:24][CH2:25][C:26]1=[O:27].[CH2:59]([Cl:60])[Cl:61].[CH:28]1([CH2:33][CH:34]([C:35](=[O:36])[OH:37])[c:38]2[cH:39][cH:40][c:41](-[c:44]3[cH:45][c:46]4[cH:47][cH:48][nH:49][c:50]4[cH:51][cH:52]3)[cH:42][cH:43]2)[CH2:29][CH2:30][CH2:31][CH2:32]1.[NH2:53][c:54]1[s:55][cH:56][cH:57][n:58]1.[c:1]1([P:2]([c:3]2[cH:4][cH:5][cH:6][cH:7][cH:8]2)[c:9]2[cH:10][cH:11][cH:12][cH:13][cH:14]2)[cH:15][cH:16][cH:17][cH:18][cH:19]1>>[CH:28]1([CH2:33][CH:34]([C:35](=[O:36])[NH:53][c:54]2[s:55][cH:56][cH:57][n:58]2)[c:38]2[cH:39][cH:40][c:41](-[c:44]3[cH:45][c:46]4[cH:47][cH:48][nH:49][c:50]4[cH:51][cH:52]3)[cH:42][cH:43]2)[CH2:29][CH2:30][CH2:31][CH2:32]1.